This data is from the Open Reaction Database (ORD), a public repository of structured organic reaction records. The task is: describe an organic reaction: reactants, conditions, products, and yield Starting materials: OCC1=CC=C(C=C1)C1=C(C(=O)OC)C=CC=C1 (methyl 2-(4'-hydroxymethylphenyl)benzoate), S(=O)(Cl)Cl (thionyl chloride). Solvent: N1=CC=CC=C1 (pyridine), C(Cl)Cl (methylene chloride). Conditions: time 16 hour. Product: ClCC1=CC=C(C=C1)C1=C(C(=O)OC)C=CC=C1 (methyl 2-(4'-chloromethylphenyl)benzoate). Isolated yield 87.9%. Reaction SMILES: O[CH2:2][C:3]1[CH:8]=[CH:7][C:6]([C:9]2[CH:18]=[CH:17][CH:16]=[CH:15][C:10]=2[C:11]([O:13][CH3:14])=[O:12])=[CH:5][CH:4]=1.S(Cl)([Cl:21])=O>N1C=CC=CC=1.C(Cl)Cl>[Cl:21][CH2:2][C:3]1[CH:8]=[CH:7][C:6]([C:9]2[CH:18]=[CH:17][CH:16]=[CH:15][C:10]=2[C:11]([O:13][CH3:14])=[O:12])=[CH:5][CH:4]=1. Procedure details: 2.0 g (8.25 mmol) of methyl 2-(4'-hydroxymethylphenyl)benzoate was dissolved in 1.31 g of pyridine and methylene chloride (20 ml). 1.47 g (12.4 mmol) of thionyl chloride was dropwise added thereto at room temperature, followed by stirring as such for 16 hours and under reflux by heating for 5 hours. After the reaction liquid was cooled and concentrated, a saturated aqueous solution of sodium hydrogencarbonate was added thereto, followed by the extraction with methylene chloride. The organic phas... The reactants are ClC1=CC(=C(C=C1OC1=CC=C(C=C1)O)N1N=NN(C1=O)CCCF)F (1-[4-chloro-2-fluoro-5-(4-hydroxyphenoxy)phenyl]-1,4-dihydro-4-(3-fluoropropyl)-5H-tetrazol-5-one), BrC(C(=O)OCC)C (ethyl 2-bromopropionate), C([O-])([O-])=O.[K+].[K+] (potassium carbonate). Run in CC(=O)C (acetone). Yields the product ClC1=C(OC2=CC=C(OC(C(=O)OCC)C)C=C2)C=C(C(=C1)F)N1N=NN(C1=O)CCCF (ethyl 2-[4-[2-chloro-4-fluoro-5-[4-(3-fluoropropyl)-1,4-dihydro-5-oxotetrazol-1-yl]phenoxy]phenoxy]propionate). Isolated yield 39.8%. RXN SMILES: [Cl:1][C:2]1[C:7]([O:8][C:9]2[CH:14]=[CH:13][C:12]([OH:15])=[CH:11][CH:10]=2)=[CH:6][C:5]([N:16]2[C:20](=[O:21])[N:19]([CH2:22][CH2:23][CH2:24][F:25])[N:18]=[N:17]2)=[C:4]([F:26])[CH:3]=1.Br[CH:28]([CH3:34])[C:29]([O:31][CH2:32][CH3:33])=[O:30].C(=O)([O-])[O-].[K+].[K+]>CC(C)=O>[Cl:1][C:2]1[CH:3]=[C:4]([F:26])[C:5]([N:16]2[C:20](=[O:21])[N:19]([CH2:22][CH2:23][CH2:24][F:25])[N:18]=[N:17]2)=[CH:6][C:7]=1[O:8][C:9]1[CH:10]=[CH:11][C:12]([O:15][CH:28]([CH3:34])[C:29]([O:31][CH2:32][CH3:33])=[O:30])=[CH:13][CH:14]=1 |f:2.3.4|. Procedure details: A stirred mixture of 1.0 g (0.0026 mole) of 1-[4-chloro-2-fluoro-5-(4-hydroxyphenoxy)phenyl]-1,4-dihydro-4-(3-fluoropropyl)-5H-tetrazol-5-one, 1.5 g (0.0083 mole) of ethyl 2-bromopropionate, and 0.64 g (0.0046 mole) of potassium carbonate in 50 ml of acetone was heated at reflux for approximately 18 hours. The mixture was cooled and the solvent was removed by evaporation under reduced pressure leaving a residue. This residue was purified by column chromatography on silica gel, eluting with methy... The reactants are OCCNC(C1=C(C=CC(=C1)Br)F)=O (N-(2-hydroxyethyl)-5-bromo-2-fluorobenzamide), S(=O)(Cl)Cl (thionyl chloride). The solvent is C(Cl)Cl (methylene chloride), C(Cl)Cl (methylene chloride). Product: FC1=C(C=C(C=C1)Br)C=1OCCN1 (4,5-dihydro-2-(2-fluoro-5-bromophenyl)oxazole). RXN SMILES: O[CH2:2][CH2:3][NH:4][C:5](=[O:14])[C:6]1[CH:11]=[C:10]([Br:12])[CH:9]=[CH:8][C:7]=1[F:13].S(Cl)(Cl)=O>C(Cl)Cl>[F:13][C:7]1[CH:8]=[CH:9][C:10]([Br:12])=[CH:11][C:6]=1[C:5]1[O:14][CH2:2][CH2:3][N:4]=1. Reported procedure: A solution of N-(2-hydroxyethyl)-5-bromo-2-fluorobenzamide (956 mg, 3.65 mmol) in methylene chloride was treated with thionyl chloride (0.35 ml, 4.75 mmol). The resulting mixture was stirred at ambient temperature as the progress of the reaction was monitored by thin layer chromatography. After one hour of stirring, no starting material was visible. The reaction mixture was diluted with methylene chloride, and the reaction was quenched by the addition of water and 1 N sodium hydroxide. The organ... The reactants are N1C(CCC1)=O (pyrrolidin-2-one), COC(C1=CC=C(C=C1)Br)=O (4-bromo benzoic acid methyl ester), CC1(C2=C(C(=CC=C2)P(C3=CC=CC=C3)C4=CC=CC=C4)OC5=C(C=CC=C51)P(C6=CC=CC=C6)C7=CC=CC=C7)C (xantphos), C([O-])([O-])=O.[Cs+].[Cs+] (cesium carbonate). The reagents and catalysts are C=1C=CC(=CC1)/C=C/C(=O)/C=C/C2=CC=CC=C2.C=1C=CC(=CC1)/C=C/C(=O)/C=C/C2=CC=CC=C2.C=1C=CC(=CC1)/C=C/C(=O)/C=C/C2=CC=CC=C2.[Pd].[Pd] (Pd2(dba)3). Run in O1CCOCC1 (dioxane). The product is COC(C1=CC=C(C=C1)N1C(CCC1)=O)=O (4-(2-oxo-pyrrolidin-1-yl)-benzoic acid methyl ester). Yield: 37.5%. As a reaction SMILES: [NH:1]1[CH2:5][CH2:4][CH2:3][C:2]1=[O:6].[CH3:7][O:8][C:9](=[O:17])[C:10]1[CH:15]=[CH:14][C:13](Br)=[CH:12][CH:11]=1.CC1(C)C2C(=C(P(C3C=CC=CC=3)C3C=CC=CC=3)C=CC=2)OC2C(P(C3C=CC=CC=3)C3C=CC=CC=3)=CC=CC1=2.C(=O)([O-])[O-].[Cs+].[Cs+]>O1CCOCC1.C1C=CC(/C=C/C(/C=C/C2C=CC=CC=2)=O)=CC=1.C1C=CC(/C=C/C(/C=C/C2C=CC=CC=2)=O)=CC=1.C1C=CC(/C=C/C(/C=C/C2C=CC=CC=2)=O)=CC=1.[Pd].[Pd]>[CH3:7][O:8][C:9](=[O:17])[C:10]1[CH:15]=[CH:14][C:13]([N:1]2[CH2:5][CH2:4][CH2:3][C:2]2=[O:6])=[CH:12][CH:11]=1 |f:3.4.5,7.8.9.10.11|. Reported procedure: A mixture of pyrrolidin-2-one (500 mg, 5.9 mmol), 4-bromo benzoic acid methyl ester (1.5 g, 6.97 mmol), Pd2(dba)3 (135 mg, 0.14 mmol), xantphos (256 mg, 0.44 mmol) and cesium carbonate (2.7 g, 8.28 mmol) in dioxane (2 mL) in a sealed tube was subjected to reaction in a microwave reactor (time: 20 min, temp: 105° C., power: zero). The reaction mixture was filtered through celite and the filtrate collected was concentrated under reduced pressure. The residue was diluted with cold water, extracted ...